From a dataset of the Open Reaction Database (ORD), a public repository of structured organic reaction records. describe an organic reaction: reactants, conditions, products, and yield Starting materials: resultant solution, S(O)(O)(=O)=O (sulfuric acid), CN(C=CC=O)C (3-(dimethylamino)-2-propenal), C=O (paraformaldehyde), CO (methanol). Product: CN(C=C(C=O)COC)C (3-(Dimethylamino)-2-(methoxymethyl)-2-propenal). Isolated yield 87.0%. Reaction SMILES: S(=O)(=O)(O)O.[CH3:6][N:7]([CH3:12])[CH:8]=[CH:9][CH:10]=[O:11].[CH2:13]=[O:14].[CH3:15]O>>[CH3:6][N:7]([CH3:12])[CH:8]=[C:9]([CH2:13][O:14][CH3:15])[CH:10]=[O:11]. Procedure: Concentrated sulfuric acid (1 mL) is slowly added to a solution of 3-(dimethylamino)-2-propenal (200 g, 2.01 mol) and paraformaldehyde (90 g, 3 mol) in methanol (1 L). The resultant solution is refluxed overnight, concentrated in vacuo to a volume of 200 mL, diluted with toluene and distilled until the vapor temperature is 105° C. The solution is then concentrated in vacuo to give the title product as an orange oil (251.4 g, 87% yield). Yield: 56.5%. RXN SMILES: [H-].[Na+].[OH:3][CH2:4][CH2:5][CH2:6][C:7]1[C:8](=[O:17])[NH:9][C:10]2[C:15]([N:16]=1)=[CH:14][CH:13]=[CH:12][CH:11]=2.[H][H].[CH2:20](Br)[CH:21]=[C:22]([CH3:24])[CH3:23]>CN(C=O)C>[CH2:20]([N:9]1[C:10]2[C:15](=[CH:14][CH:13]=[CH:12][CH:11]=2)[N:16]=[C:7]([CH2:6][CH2:5][CH2:4][OH:3])[C:8]1=[O:17])[CH:21]=[C:22]([CH3:24])[CH3:23] |f:0.1|. The product is C(C=C(C)C)N1C(C(=NC2=CC=CC=C12)CCCO)=O (1-prenyl 3-(3-hydroxy propyl) 1,2-dihydro 2-oxo quinoxaline). Reactants: OCCCC=1C(NC2=CC=CC=C2N1)=O (3-(3-hydroxy propyl) 1,2-dihydro 2-oxo quinoxaline), resultant solution, [H-].[Na+] (sodium hydride), [H][H] (hydrogen), C(C=C(C)C)Br (prenyl bromide). The solvent is CN(C)C=O (DMF), CN(C)C=O (DMF). Procedure: To a suspension of 9.68 g of 60% sodium hydride in 50 ml of anhydrous DMF, there is slowly added a solution of 44.9 g of 3-(3-hydroxy propyl) 1,2-dihydro 2-oxo quinoxaline (obtained in accordance with 1.1) in 450 ml of DMF. The solution is agitated until completion of the liberation of hydrogen, whereupon 36 g of prenyl bromide are added. The resultant solution is agitated overnight at room temperature and then evaporated to dryness under reduced pressure. The brown residue is treated with 150 m... The reactants are FC(C(Cl)(Cl)F)(Cl)C=1C=C(N)C=CC1 (3-(1,2-difluoro-1,2,2-trichloroethyl)-aniline), C,H,N,Cl. Reagents/catalysts: [Zn] (zinc). The solvent is C(C)O (ethanol). The product is ClC(=C(F)C=1C=C(N)C=CC1)F (3-(2-Chloro-1,2-difluorovinyl)aniline). As a reaction SMILES: [F:1][C:2]([C:8]1[CH:9]=[C:10]([CH:12]=[CH:13][CH:14]=1)[NH2:11])(Cl)[C:3]([F:6])(Cl)[Cl:4]>[Zn].C(O)C>[Cl:4][C:3]([F:6])=[C:2]([C:8]1[CH:9]=[C:10]([CH:12]=[CH:13][CH:14]=1)[NH2:11])[F:1]. Reported procedure: 74 G. of zinc dust is added to a vigorously stirred solution of 40 g. of 3-(1,2-difluoro-1,2,2-trichloroethyl)-aniline in 450 ml. of ethanol and heated at reflux for 2 hours. It is filtered hot, the solid residue washed with hot ethanol and the combined ethanol solution cooled to room temperature. About 1000 ml. of chloroform is added and the organic layer is washed with aqueous NaHCO3 solution and with water, dried over Na2SO4 and concentrated in vacuo to 23.9 g. of oily 3-(2-chloro-1,2-difluor... Reactants: [Si](C1=CC=CC=C1)(C1=CC=CC=C1)(C(C)(C)C)OCC=1C(=C(C2=C(C(=NO2)C(=O)OCC)C1)F)N1C[C@H](O[C@H](C1)C)C (Ethyl 5-((tert-butyldiphenylsilyloxy)methyl)-6-((2R,6S)-2,6-dimethylmorpholino)-7-fluorobenzo[d]isoxazole-3-carboxylate), [Si](C1=CC=CC=C1)(C1=CC=CC=C1)(C(C)(C)C)OCC=1C(=C(C2=C(C(=NO2)C(=O)OCC)C1)F)N1C[C@H](O[C@H](C1)C)C (Ethyl 5-((tert-butyldiphenylsilyloxy)methyl)-6-((2R,6S)-2,6-dimethylmorpholino)-7-fluorobenzo[d]isoxazole-3-carboxylate), NN (hydrazine). The solvent is ClCCl (dichloromethane), [Cl-].[Na+].O (brine), C(C)O (ethanol). The product is [Si](C1=CC=CC=C1)(C1=CC=CC=C1)(C(C)(C)C)OCC=1C(=C(C2=C(C(=NO2)C(=O)NN)C1)F)N1C[C@H](O[C@H](C1)C)C (5-((tert-butyldiphenylsilyloxy)methyl)-6-((2R,6S)-2,6-dimethylmorpholino)-7-fluorobenzo[d]isoxazole-3-carbohydrazide). Isolated yield 72.2%. Reaction SMILES: [Si:1]([O:18][CH2:19][C:20]1[C:21]([N:35]2[CH2:40][C@H:39]([CH3:41])[O:38][C@H:37]([CH3:42])[CH2:36]2)=[C:22]([F:34])[C:23]2[O:27][N:26]=[C:25]([C:28]([O:30]CC)=O)[C:24]=2[CH:33]=1)([C:14]([CH3:17])([CH3:16])[CH3:15])([C:8]1[CH:13]=[CH:12][CH:11]=[CH:10][CH:9]=1)[C:2]1[CH:7]=[CH:6][CH:5]=[CH:4][CH:3]=1.[NH2:43][NH2:44]>C(O)C.ClCCl.[Cl-].[Na+].O>[Si:1]([O:18][CH2:19][C:20]1[C:21]([N:35]2[CH2:40][C@H:39]([CH3:41])[O:38][C@H:37]([CH3:42])[CH2:36]2)=[C:22]([F:34])[C:23]2[O:27][N:26]=[C:25]([C:28]([NH:43][NH2:44])=[O:30])[C:24]=2[CH:33]=1)([C:14]([CH3:15])([CH3:17])[CH3:16])([C:8]1[CH:9]=[CH:10][CH:11]=[CH:12][CH:13]=1)[C:2]1[CH:3]=[CH:4][CH:5]=[CH:6][CH:7]=1 |f:4.5.6|. Procedure details: Ethyl 5-((tert-butyldiphenylsilyloxy)methyl)-6-((2R,6S)-2,6-dimethylmorpholino)-7-fluorobenzo[d]isoxazole-3-carboxylate (Intermediate 204, 0.5 g, 0.85 mmol) in 4.5 ml ethanol was treated with anhydrous hydrazine (0.490 ml, 15.60 mmol) at room temperature for 2 hour. Reaction was diluted with dichloromethane and brine. Organic layer washed with water, dried over sodium sulfate, and concentrated. The residue purified on silica-gel column (elution 40% etoac in hexanes) to give 5-((tert-butyldipheny... The reactants are CC(C)(C)OC(=O)n1nc(-c2cc3ccc(OCCCBr)cc3n2C(=O)OC(C)(C)C)c2sc(CO)cc21, C1CCNCC1, CC#N, CCN(C(C)C)C(C)C. Yields the product CC(C)(C)OC(=O)n1nc(-c2cc3ccc(OCCCN4CCCCC4)cc3n2C(=O)OC(C)(C)C)c2sc(CO)cc21. Reaction SMILES: [C:1]([CH3:2])([CH3:3])([CH3:4])[O:5][C:6](=[O:7])[n:8]1[c:9](-[c:22]2[c:23]3[c:24]([n:25]([C:27](=[O:28])[O:29][C:30]([CH3:31])([CH3:32])[CH3:33])[n:26]2)[cH:34][c:35]([CH2:37][OH:38])[s:36]3)[cH:10][c:11]2[cH:12][cH:13][c:14]([O:17][CH2:18][CH2:19][CH2:20][Br:21])[cH:15][c:16]12.[CH2:48]1[CH2:49][CH2:50][NH:51][CH2:52][CH2:53]1.[CH3:54][C:55]#[N:56].[CH:39]([N:40]([CH2:41][CH3:42])[CH:43]([CH3:44])[CH3:45])([CH3:46])[CH3:47]>>[C:1]([CH3:2])([CH3:3])([CH3:4])[O:5][C:6](=[O:7])[n:8]1[c:9](-[c:22]2[c:23]3[c:24]([n:25]([C:27](=[O:28])[O:29][C:30]([CH3:31])([CH3:32])[CH3:33])[n:26]2)[cH:34][c:35]([CH2:37][OH:38])[s:36]3)[cH:10][c:11]2[cH:12][cH:13][c:14]([O:17][CH2:18][CH2:19][CH2:20][N:51]3[CH2:50][CH2:49][CH2:48][CH2:53][CH2:52]3)[cH:15][c:16]12. Reactants: ClC=1C(=C2C(=NC1)NC=C2)C=2C=C(C=CC2)N2C(=CC(C(=C2)OCC2=CC=C(C=C2)OC)=O)C(C)O (1-[3-(5-chloro-1H-pyrrolo[2,3-b]pyridin-4-yl)phenyl]-2-(1-hydroxyethyl)-5-[(4-methoxybenzyl)oxy]pyridin-4(1H)-one), FC(C(=O)O)(F)F (trifluoroacetic acid). Solvent: ClCCl (dichloromethane). The product is ClC=1C(=C2C(=NC1)NC=C2)C=2C=C(C=CC2)N2C(=CC(C(=C2)O)=O)C(C)O (1-[3-(5-chloro-1H-pyrrolo[2,3-b]pyridin-4-yl)phenyl]-5-hydroxy-2-(1-hydroxyethyl)pyridin-4(1H)-one). RXN SMILES: [Cl:1][C:2]1[C:3]([C:11]2[CH:12]=[C:13]([N:17]3[CH:22]=[C:21]([O:23]CC4C=CC(OC)=CC=4)[C:20](=[O:33])[CH:19]=[C:18]3[CH:34]([OH:36])[CH3:35])[CH:14]=[CH:15][CH:16]=2)=[C:4]2[CH:10]=[CH:9][NH:8][C:5]2=[N:6][CH:7]=1.FC(F)(F)C(O)=O>ClCCl>[Cl:1][C:2]1[C:3]([C:11]2[CH:12]=[C:13]([N:17]3[CH:22]=[C:21]([OH:23])[C:20](=[O:33])[CH:19]=[C:18]3[CH:34]([OH:36])[CH3:35])[CH:14]=[CH:15][CH:16]=2)=[C:4]2[CH:10]=[CH:9][NH:8][C:5]2=[N:6][CH:7]=1. Procedure details: To a 100 mL round-bottom flask containing 2.34 g (4.66 mmol) 1-[3-(5-chloro-1H-pyrrolo[2,3-b]pyridin-4-yl)phenyl]-2-(1-hydroxyethyl)-5-[(4-methoxybenzyl)oxy]pyridin-4(1H)-one was added 25 mL 1:1 (v/v) dichloromethane:trifluoroacetic acid and the solution stirred at room temperature for 30 min. Concentration in vacuo, purification by reversed phase HPLC (2 cm×5 cm C18, acetonitrile-water gradient, 0.05% TFA added), and elution from an SCX column (50 g, sulfonic acid, rinsed with MeOH, eluted with... As a reaction SMILES: [CH:1]([C:3]1[CH:8]=[CH:7][C:6]([Mg]Br)=[CH:5][CH:4]=1)=[CH2:2].[F:11][C:12]([F:18])([F:17])[C:13](OC)=[O:14]>C1COCC1>[F:11][C:12]([F:18])([F:17])[C:13]([C:6]1[CH:7]=[CH:8][C:3]([CH:1]=[CH2:2])=[CH:4][CH:5]=1)=[O:14]. Starting materials: C(=C)C1=CC=C(C=C1)[Mg]Br ((4-vinylphenyl)magnesium bromide), FC(C(=O)OC)(F)F (methyl trifluoroacetate). Procedure details: The (4-vinylphenyl)magnesium bromide solution of Example 1 was cooled to −78° C. using a dry ice /acetone bath and a solution of methyl trifluoroacetate (20.00 g, 156.19 mmol) in THF (25 mL) was added dropwise over 15 min. The reaction mixture was stirred in the cooling bath for 1 h, then quenched by pouring into cold 1N H2SO4. The aqueous solution was extracted with ether and the combined extracts were washed with brine, dried (Na2SO4), and concentrated to provide 17.81 g of a pale yellow oil. ... Solvent: C1CCOC1 (THF). Yields the product FC(C(=O)C1=CC=C(C=C1)C=C)(F)F (2,2,2-Trifluoro-1-(4-vinylphenyl)ethanone). Reaction conditions: time 1 hour. Reactants: COC(C1=CC(=CC(=C1)O)OCCCCCCCCCC)=O (3-(decyloxy)-5-hydroxybenzoic acid methyl ester), BrCCCCCCC1=C(C(=CC=C1)OCC1=CC=CC=C1)OCC1=CC=CC=C1 (1-(6-bromohexyl)-2,3-bis (phenylmethoxy)benzene), C([O-])([O-])=O.[K+].[K+] (potassium carbonate), [I-].[Na+] (sodium iodide). Run in CC(=O)C (acetone), CN(C)C=O (DMF). Yields the product COC(C1=CC(=CC(=C1)OCCCCCCC1=C(C(=CC=C1)OCC1=CC=CC=C1)OCC1=CC=CC=C1)OCCCCCCCCCC)=O (3-(decyloxy)-5-[[6-[2,3-bis(phenylmethoxy)phenyl]hexyl]oxy]benzoic acid methyl ester). Yield: 74.6%. RXN SMILES: [CH3:1][O:2][C:3](=[O:22])[C:4]1[CH:9]=[C:8]([OH:10])[CH:7]=[C:6]([O:11][CH2:12][CH2:13][CH2:14][CH2:15][CH2:16][CH2:17][CH2:18][CH2:19][CH2:20][CH3:21])[CH:5]=1.Br[CH2:24][CH2:25][CH2:26][CH2:27][CH2:28][CH2:29][C:30]1[CH:35]=[CH:34][CH:33]=[C:32]([O:36][CH2:37][C:38]2[CH:43]=[CH:42][CH:41]=[CH:40][CH:39]=2)[C:31]=1[O:44][CH2:45][C:46]1[CH:51]=[CH:50][CH:49]=[CH:48][CH:47]=1.C(=O)([O-])[O-].[K+].[K+].[I-].[Na+]>CC(C)=O.CN(C=O)C>[CH3:1][O:2][C:3](=[O:22])[C:4]1[CH:9]=[C:8]([O:10][CH2:24][CH2:25][CH2:26][CH2:27][CH2:28][CH2:29][C:30]2[CH:35]=[CH:34][CH:33]=[C:32]([O:36][CH2:37][C:38]3[CH:43]=[CH:42][CH:41]=[CH:40][CH:39]=3)[C:31]=2[O:44][CH2:45][C:46]2[CH:51]=[CH:50][CH:49]=[CH:48][CH:47]=2)[CH:7]=[C:6]([O:11][CH2:12][CH2:13][CH2:14][CH2:15][CH2:16][CH2:17][CH2:18][CH2:19][CH2:20][CH3:21])[CH:5]=1 |f:2.3.4,5.6|. Procedure: A mixture of 1.5 g (4.86 mmol) of 3-(decyloxy)-5-hydroxybenzoic acid methyl ester, 2.2 g (4.86 mmol) of 1-(6-bromohexyl)-2,3-bis (phenylmethoxy)benzene, 1.3 g (9.7 mmol) of potassium carbonate and 0.73 g (4.86 mmol) of sodium iodide in 50 ml of acetone and 15 ml of DMF was stirred at reflux for 48 hours. After the usual workup, the crude product was purified by HPLC using 10% ethyl acetate-hexane to give 2.47 g (75% yield, mp 45°-46°) of 3-(decyloxy)-5-[[6-[2,3-bis(phenylmethoxy)phenyl]hexyl]oxy...